This data is from the Open Reaction Database (ORD), a public repository of structured organic reaction records. The task is: describe an organic reaction: reactants, conditions, products, and yield Starting materials: O=C([O-])O, COC(=O)c1ccsc1NC(C)=O, ClC(Cl)Cl, [Na+], O=S(=O)(Cl)Cl. The product is COC(=O)c1cc(Cl)sc1NC(C)=O. Reaction SMILES: [C:19](=[O:20])([OH:21])[O-:22].[C:1]([CH3:2])(=[O:3])[NH:4][c:5]1[s:6][cH:7][cH:8][c:9]1[C:10](=[O:11])[O:12][CH3:13].[CH:24]([Cl:25])([Cl:26])[Cl:27].[Na+:23].[S:14]([Cl:15])(=[O:16])([Cl:17])=[O:18]>>[C:1]([CH3:2])(=[O:3])[NH:4][c:5]1[s:6][c:7]([Cl:17])[cH:8][c:9]1[C:10](=[O:11])[O:12][CH3:13].